From a dataset of the Open Reaction Database (ORD), a public repository of structured organic reaction records. describe an organic reaction: reactants, conditions, products, and yield Reactants: COCN(c1cc(Cl)cnc1Br)S(=O)(=O)c1ccc(Cl)c(C(F)(F)F)c1, C1CCOC1, CC(C)[Mg+], [Cl-], CON(C)C(=O)c1cccc(C)c1Cl. Yields the product COCN(c1cc(Cl)cnc1C(=O)c1cccc(C)c1Cl)S(=O)(=O)c1ccc(Cl)c(C(F)(F)F)c1. RXN SMILES: [Br:1][c:2]1[n:3][cH:4][c:5]([Cl:26])[cH:6][c:7]1[N:8]([S:9](=[O:10])(=[O:11])[c:12]1[cH:13][c:14]([C:19]([F:20])([F:21])[F:22])[c:15]([Cl:18])[cH:16][cH:17]1)[CH2:23][O:24][CH3:25].[CH2:46]1[O:47][CH2:48][CH2:49][CH2:50]1.[CH:28]([Mg+:29])([CH3:30])[CH3:31].[Cl-:27].[Cl:32][c:33]1[c:34]([C:35](=[O:36])[N:37]([O:38][CH3:39])[CH3:40])[cH:41][cH:42][cH:43][c:44]1[CH3:45]>>[c:2]1([C:35]([c:34]2[c:33]([Cl:32])[c:44]([CH3:45])[cH:43][cH:42][cH:41]2)=[O:36])[n:3][cH:4][c:5]([Cl:26])[cH:6][c:7]1[N:8]([S:9](=[O:10])(=[O:11])[c:12]1[cH:13][c:14]([C:19]([F:20])([F:21])[F:22])[c:15]([Cl:18])[cH:16][cH:17]1)[CH2:23][O:24][CH3:25].